This data is from the Open Reaction Database (ORD), a public repository of structured organic reaction records. The task is: describe an organic reaction: reactants, conditions, products, and yield The reactants are Cl (hydrochloric acid), C(C)OC([C@H](NC([C@@H]([C@H](C)C1=CC=CC2=CC=CC=C12)N)=O)CCSC)=O (N-[(2R,3R)-2-amino-3-(1-naphthyl)butyryl]-D-methionine ethyl ester), N (ammonia). Run in C(C)O (ethanol), C(C)O (ethanol). Run at time 8 hour. Yields the product CSCC[C@@H]1C(N[C@@H](C(N1)=O)[C@H](C)C1=CC=CC2=CC=CC=C12)=O ((3R,6R)-3-(2-methylthioethyl)-6-[(R)-1-(1-naphthyl)ethyl]piperazine-2,5-dione). The yield is 48.2%. RXN SMILES: Cl.C([O:4][C:5](=O)[C@@H:6]([CH2:24][CH2:25][S:26][CH3:27])[NH:7][C:8](=[O:23])[C@H:9]([NH2:22])[C@@H:10]([C:12]1[C:21]2[C:16](=[CH:17][CH:18]=[CH:19][CH:20]=2)[CH:15]=[CH:14][CH:13]=1)[CH3:11])C.N>C(O)C>[CH3:27][S:26][CH2:25][CH2:24][C@H:6]1[NH:7][C:8](=[O:23])[C@@H:9]([C@@H:10]([C:12]2[C:21]3[C:16](=[CH:17][CH:18]=[CH:19][CH:20]=3)[CH:15]=[CH:14][CH:13]=2)[CH3:11])[NH:22][C:5]1=[O:4]. Reported procedure: To a solution of hydrochloric acid salt of N-[(2R,3R)-2-amino-3-(1-naphthyl)butyryl]-D-methionine ethyl ester (1.60 g) in ethanol (30 ml) was added a saturated solution of ammonia in ethanol (30 ml) and the mixture was set aside overnight at ambient temperature, and precipitated mass was collected, washed with ethanol, and dried to give (3R,6R)-3-(2-methylthioethyl)-6-[(R)-1-(1-naphthyl)ethyl]piperazine-2,5-dione (0.68 g). Starting materials: [H-].[Na+] (Sodium hydride), CN1N=C(C(=C1)NC(C)=O)C (N-(1,3-dimethylpyrazol-4-yl)acetamide), O.[OH-].[Li+] (lithium hydroxide hydrate), ClC1=NC=C(C(=C1)I)C(F)(F)F (2-chloro-4-iodo-5-(trifluoromethyl)pyridine). Solvent: C1CCOC1 (THF), O (water). Reaction conditions: time 15 minute. Product: CN1N=C(C(=C1)NC1=NC=C(C(=C1)I)C(F)(F)F)C (N-(1,3-dimethylpyrazol-4-yl)-4-iodo-5-(trifluoromethyl)pyridin-2-amine). Yield: 46.7%. Reaction SMILES: [H-].[Na+].[CH3:3][N:4]1[CH:8]=[C:7]([NH:9][C:10](=O)[CH3:11])[C:6]([CH3:13])=[N:5]1.ClC1C=[C:19]([I:21])[C:18]([C:22]([F:25])([F:24])[F:23])=[CH:17][N:16]=1.O.[OH-].[Li+]>C1COCC1.O>[CH3:3][N:4]1[CH:8]=[C:7]([NH:9][C:10]2[CH:11]=[C:19]([I:21])[C:18]([C:22]([F:25])([F:24])[F:23])=[CH:17][N:16]=2)[C:6]([CH3:13])=[N:5]1 |f:0.1,4.5.6|. Reported procedure: Sodium hydride (1.732 g, 41.13 mmol) was added to N-(1,3-dimethylpyrazol-4-yl)acetamide (6.3 g, 41.1 mmol) dissolved in THF (80 mL) under nitrogen. The resulting light suspension was stirred at room temperature for 15 minutes then at 35° C. for 15 minutes and then 2-chloro-4-iodo-5-(trifluoromethyl)pyridine (6.02 g, 19.6 mmol) was added. The mixture was stirred at 35° C. for 20 minutes then at 45° C. for 30 minutes, giving a light purple solution. The resulting mixture was allowed to cool to roo... The reactants are C1(=CC=CC=C1)C1=NOC(=C1C(F)(F)F)C=1SC2=C(N1)CCC1=CC(=CC=C12)C(CO)O (1-(2-(3-phenyl-4-(trifluoromethyl)isoxazol-5-yl)-4,5-dihydronaphtho[2,1-d]thiazol-7-yl)ethane-1,2-diol), I(=O)(=O)(=O)[O-].[Na+] (sodium periodate). The solvent is C1CCOC1 (THF), O (water). Reaction conditions: time 30 minute. Yields the product C1(=CC=CC=C1)C1=NOC(=C1C(F)(F)F)C=1SC2=C(N1)CCC1=CC(=CC=C12)C=O (2-(3-phenyl-4-(trifluoromethyl)isoxazol-5-yl)-4,5-dihydronaphtho[2,1-d]thiazole-7-carbaldehyde). RXN SMILES: [C:1]1([C:7]2[C:11]([C:12]([F:15])([F:14])[F:13])=[C:10]([C:16]3[S:17][C:18]4[C:28]5[C:23](=[CH:24][C:25]([CH:29]([OH:32])CO)=[CH:26][CH:27]=5)[CH2:22][CH2:21][C:19]=4[N:20]=3)[O:9][N:8]=2)[CH:6]=[CH:5][CH:4]=[CH:3][CH:2]=1.I([O-])(=O)(=O)=O.[Na+]>C1COCC1.O>[C:1]1([C:7]2[C:11]([C:12]([F:15])([F:14])[F:13])=[C:10]([C:16]3[S:17][C:18]4[C:28]5[C:23](=[CH:24][C:25]([CH:29]=[O:32])=[CH:26][CH:27]=5)[CH2:22][CH2:21][C:19]=4[N:20]=3)[O:9][N:8]=2)[CH:6]=[CH:5][CH:4]=[CH:3][CH:2]=1 |f:1.2|. Reported procedure: To 1-(2-(3-phenyl-4-(trifluoromethyl)isoxazol-5-yl)-4,5-dihydronaphtho[2,1-d]thiazol-7-yl)ethane-1,2-diol (Example 83, 0.233 g, 0.508 mmol) in THF (3 mL) was added sodium periodate (0.163 g, 0.762 mmol) in 2 mL of water over a period of 2 min. at room temperature and the contents stirred at room temperature for 30 min. The reaction mixture was partitioned between EtOAc (60 mL) and water (20 mL). The EtOAc layer was concentrated, the yellow solid that was obtained was azeotroped with acetonitrile... Reactants: COC(=O)C(N)CNC(=O)c1ccc(Cl)s1, Cc1c(-c2cccnc2)cccc1S(=O)(=O)Cl, ClCCl, Cl. Yields the product COC(=O)C(CNC(=O)c1ccc(Cl)s1)NS(=O)(=O)c1cccc(-c2cccnc2)c1C. Reaction SMILES: [CH3:19][O:20][C:21]([CH:22]([CH2:23][NH:24][C:25](=[O:26])[c:27]1[s:28][c:29]([Cl:32])[cH:30][cH:31]1)[NH2:33])=[O:34].[CH3:1][c:2]1[c:3]([S:14](=[O:15])(=[O:16])[Cl:17])[cH:4][cH:5][cH:6][c:7]1-[c:8]1[cH:9][n:10][cH:11][cH:12][cH:13]1.[Cl:35][CH2:36][Cl:37].[ClH:18]>>[CH3:1][c:2]1[c:3]([S:14](=[O:15])(=[O:16])[NH:33][CH:22]([C:21]([O:20][CH3:19])=[O:34])[CH2:23][NH:24][C:25](=[O:26])[c:27]2[s:28][c:29]([Cl:32])[cH:30][cH:31]2)[cH:4][cH:5][cH:6][c:7]1-[c:8]1[cH:9][n:10][cH:11][cH:12][cH:13]1.